This data is from the Open Reaction Database (ORD), a public repository of structured organic reaction records. The task is: describe an organic reaction: reactants, conditions, products, and yield The reactants are CC(=O)O, CC(=O)O, C1CCOC1, C=C(c1cc(Cl)cc(Cl)c1)C(F)(F)F, Ic1ccccc1, CCOC(=O)c1ccc(C=NO)c2cccn12. Yields the product CCOC(=O)c1ccc(C2=NOC(c3cc(Cl)cc(Cl)c3)(C(F)(F)F)C2)c2cccn12. RXN SMILES: [C:18]([OH:19])(=[O:20])[CH3:21].[C:22]([OH:23])(=[O:24])[CH3:25].[CH2:47]1[O:48][CH2:49][CH2:50][CH2:51]1.[Cl:33][c:34]1[cH:35][c:36]([Cl:46])[cH:37][c:38]([C:40](=[CH2:41])[C:42]([F:43])([F:44])[F:45])[cH:39]1.[I:26][c:27]1[cH:28][cH:29][cH:30][cH:31][cH:32]1.[OH:1][N:2]=[CH:3][c:4]1[cH:5][cH:6][c:7]([C:13](=[O:14])[O:15][CH2:16][CH3:17])[n:8]2[cH:9][cH:10][cH:11][c:12]12>>[O:1]1[N:2]=[C:3]([c:4]2[cH:5][cH:6][c:7]([C:13](=[O:14])[O:15][CH2:16][CH3:17])[n:8]3[cH:9][cH:10][cH:11][c:12]23)[CH2:41][C:40]1([c:38]1[cH:37][c:36]([Cl:46])[cH:35][c:34]([Cl:33])[cH:39]1)[C:42]([F:43])([F:44])[F:45].